Dataset: the Open Reaction Database (ORD), a public repository of structured organic reaction records. Task: describe an organic reaction: reactants, conditions, products, and yield The reactants are C(CCC)P(CCCC)CCCC (Tri-n-butylphosphine), BrC1=CC=C(C=C1)C1CCN(CC1)S(=O)(=O)N[C@@H](C(=O)OC)C(C)C (methyl 2-(R)-{[4-(4-bromophenyl)piperidine-1-sulfonyl]amino}-3-methylbutyrate), N1=CC(=CC=C1)CO (3-pyridylcarbinol), 1,1'-(azodicarbonyl)piperidine. Solvent: C1=CC=CC=C1 (benzene). Conditions: time 48 hour. Yields the product N1=CC(=CC=C1)CN([C@@H](C(=O)OC)C(C)C)S(=O)(=O)N1CCC(CC1)C1=CC=C(C=C1)Br (methyl 2-(R)-{(pyridin-3-ylmethyl)-[4-(4-bromophenyl)piperidine-1-sulfonyl]amino}-3-methylbutyrate). The yield is 41.0%. RXN SMILES: C(P(CCCC)CCCC)CCC.[Br:14][C:15]1[CH:20]=[CH:19][C:18]([CH:21]2[CH2:26][CH2:25][N:24]([S:27]([NH:30][C@H:31]([CH:36]([CH3:38])[CH3:37])[C:32]([O:34][CH3:35])=[O:33])(=[O:29])=[O:28])[CH2:23][CH2:22]2)=[CH:17][CH:16]=1.[N:39]1[CH:44]=[CH:43][CH:42]=[C:41]([CH2:45]O)[CH:40]=1>C1C=CC=CC=1>[N:39]1[CH:44]=[CH:43][CH:42]=[C:41]([CH2:45][N:30]([S:27]([N:24]2[CH2:25][CH2:26][CH:21]([C:18]3[CH:19]=[CH:20][C:15]([Br:14])=[CH:16][CH:17]=3)[CH2:22][CH2:23]2)(=[O:28])=[O:29])[C@H:31]([CH:36]([CH3:38])[CH3:37])[C:32]([O:34][CH3:35])=[O:33])[CH:40]=1. Reported procedure: Tri-n-butylphosphine (0.37 ml, 1.5 mmol) was added to a solution of methyl 2-(R)-{[4-(4-bromophenyl)piperidine-1-sulfonyl]amino}-3-methylbutyrate (560 mg, 1.25 mmol), 3-pyridylcarbinol (0.15 ml, 1.5 mmol), and 1,1'-(azodicarbonyl)piperidine (377 mg, 1.5 mmol) in benzene (30 ml). After stirring at RT for 48 h, the reaction mixture was concentrated and the residue was triturated with ether (60 ml). After filtering off the solids, the ether layer was concentrated in vacuo and the residue was chroma... Starting materials: C1=CC=C2C=CC=3C=C4C(=C5C=CC1=C2C53)C=CC=C4.C(C)OC(CCC=O)=O (benzo[a]pyrene 4-oxobutyric acid ethyl ester), C1=CC=C2C=CC=3C=C4C(=C5C=CC1=C2C53)C=CC=C4.C(C)OC(CCC=O)=O (benzo[a]pyrene 4-oxobutyric acid ethyl ester). The solvent is O1CCOCC1 (dioxane), Cl (hydrochloric acid). Reaction conditions: time 6 hour. Product: C1=CC=C2C=CC=3C=C4C(=C5C=CC1=C2C53)C=CC=C4.O=CCCC(=O)O (benzo[a]pyrene 4-oxobutyric acid). The yield is 67.0%. Reaction SMILES: [CH:1]1[C:14]2=[C:15]3[C:16]4[C:11]([CH:12]=[CH:13]2)=[C:10]2[CH:17]=[CH:18][CH:19]=[CH:20][C:9]2=[CH:8][C:7]=4[CH:6]=[CH:5][C:4]3=[CH:3][CH:2]=1.C([O:23][C:24](=[O:29])[CH2:25][CH2:26][CH:27]=[O:28])C>O1CCOCC1.Cl>[CH:1]1[C:14]2=[C:15]3[C:16]4[C:11]([CH:12]=[CH:13]2)=[C:10]2[CH:17]=[CH:18][CH:19]=[CH:20][C:9]2=[CH:8][C:7]=4[CH:6]=[CH:5][C:4]3=[CH:3][CH:2]=1.[O:28]=[CH:27][CH2:26][CH2:25][C:24]([OH:29])=[O:23] |f:0.1,4.5|. Procedure: Next, benzo[a]pyrene-4-oxobutyric acid (compound 2b) was synthesized from compound 1b. Compound 1b (890 mg; 2.3 mmol) was dissolved in a mixture of dioxane (5 ml) and 2.4 N aqueous hydrochloric acid (5 ml), and the mixture was stirred for 6 hours under reflux with heating. The reaction mixture was extracted with dichloromethane, the organic layer was washed with water, and the solvent was then removed under a reduced pressure. The residue was washed with dichloromethane to obtain 555 mg (67% yie... The solvent is CN(C)C=O (DMF), CCOC(=O)C (EtOAc). The product is C(C)OC(=O)C1(CCCC1)C1=CC=C(C=C1)Br (1-(4-Bromo-phenyl)-cyclopentanecarboxylic acid ethyl ester). Reaction SMILES: [Br:1][C:2]1[CH:7]=[CH:6][C:5]([CH2:8][C:9]([O:11][CH2:12][CH3:13])=[O:10])=[CH:4][CH:3]=1.[H-].[Na+].Br[CH2:17][CH2:18][CH2:19][CH2:20]Br.Cl>CN(C=O)C.CCOC(C)=O>[CH2:12]([O:11][C:9]([C:8]1([C:5]2[CH:4]=[CH:3][C:2]([Br:1])=[CH:7][CH:6]=2)[CH2:20][CH2:19][CH2:18][CH2:17]1)=[O:10])[CH3:13] |f:1.2|. Reported procedure: To a solution of ethyl 4-bromophenylacetate (2 g, 8.2 mmol) in DMF (20 mL) at 0° C. was added sodium hydride (60% in mineral oil; 0.72 g, 18.1 mmol), and the mixture was stirred for 10 minutes. 1,4-Dibromobutane (1.07 mL, 9.0 mmol) was added, and the reaction was stirred at room temperature for 30 minutes. Once no starting material was seen by analytical tlc, the mixture was worked up with EtOAc and aqueous 10% HCl, and the crude material was purified by silica gel chromatography to give the tit... Run at time 10 minute. The reactants are BrC1=CC=C(C=C1)CC(=O)OCC (ethyl 4-bromophenylacetate), [H-].[Na+] (sodium hydride), Cl (HCl), BrCCCCBr (1,4-Dibromobutane). Reactants: CC(C)(C)[Si](C)(C)OC1CCCc2sc(Br)cc21, [Li]CCCC, CN(C)C=O, CCCCCC, [Cl-], [NH4+], C1CCOC1, O. Product: CC(C)(C)[Si](C)(C)OC1CCCc2sc(C=O)cc21. Reaction SMILES: [Br:1][c:2]1[s:3][c:4]2[c:5]([cH:6]1)[CH:7]([O:11][Si:12]([CH3:13])([CH3:14])[C:15]([CH3:16])([CH3:17])[CH3:18])[CH2:8][CH2:9][CH2:10]2.[CH2:19]([Li:20])[CH2:21][CH2:22][CH3:23].[CH3:24][N:25]([CH:26]=[O:27])[CH3:28].[CH3:36][CH2:37][CH2:38][CH2:39][CH2:40][CH3:41].[Cl-:29].[NH4+:30].[O:31]1[CH2:32][CH2:33][CH2:34][CH2:35]1.[OH2:42]>>[c:2]1([CH:26]=[O:27])[s:3][c:4]2[c:5]([cH:6]1)[CH:7]([O:11][Si:12]([CH3:13])([CH3:14])[C:15]([CH3:16])([CH3:17])[CH3:18])[CH2:8][CH2:9][CH2:10]2. Starting materials: C(=O)(OC(C)(C)C)N[C@@H](CC1=CC=C(C=C1)O)C(=O)O (N-Boc-tyrosine), C[O-].[Na+].CO (sodium methoxide methanol), C(C1=CC=CC=C1)Br (benzyl bromide), O (water). The solvent is CO (methanol). Reaction conditions: temperature 40 celsius, time 3 hour. Product: C(=O)(OC(C)(C)C)N[C@@H](CC1=CC=C(C=C1)OCC1=CC=CC=C1)C(=O)O (N-Boc-(O-benzyl)tyrosine). The yield is 95.0%. RXN SMILES: [C:1]([NH:8][C@H:9]([C:18]([OH:20])=[O:19])[CH2:10][C:11]1[CH:16]=[CH:15][C:14]([OH:17])=[CH:13][CH:12]=1)([O:3][C:4]([CH3:7])([CH3:6])[CH3:5])=[O:2].C[O-].[Na+].CO.[CH2:26](Br)[C:27]1[CH:32]=[CH:31][CH:30]=[CH:29][CH:28]=1.O>CO>[C:1]([NH:8][C@H:9]([C:18]([OH:20])=[O:19])[CH2:10][C:11]1[CH:12]=[CH:13][C:14]([O:17][CH2:26][C:27]2[CH:32]=[CH:31][CH:30]=[CH:29][CH:28]=2)=[CH:15][CH:16]=1)([O:3][C:4]([CH3:5])([CH3:7])[CH3:6])=[O:2] |f:1.2.3|. Reported procedure: To a solution of N-Boc-tyrosine (281 mg, 1.0 mmol) in methanol (0.5 mL) were added 28% sodium methoxide-methanol solution (0.42 mL, 2.1 mmol) and benzyl bromide (162 μL, 1.4 mmol), and the mixture was stirred at 40° C. for 3 hr. Then, water (2 mL) was added to make the system homogeneous, which system was analyzed by HPLC. As a result, the objective N-Boc-(O-benzyl)tyrosine (353 mg, conversion yield 95%) was confirmed. The reactants are FC=1C=CC(=NC1)C=C (5-Fluoro-2-vinyl-pyridine), CC=1C=C(N)C=CC1C (3,4-dimethylaniline), C(C)(=O)OC([C@@H](O)C1=CC=CC=C1)=O ((S)-(+)-O-acetyl-L-mandelic acid). Yields the product CC=1C=C(C=CC1C)N(C([C@H](C1=CC=CC=C1)O)=O)CCC1=NC=C(C=C1)F ((S)—N-(3,4-Dimethyl-phenyl)-N-[2-(5-fluoro-pyridin-2-yl)-ethyl]-2-hydroxy-2-phenyl-acetamide). RXN SMILES: [F:1][C:2]1[CH:3]=[CH:4][C:5]([CH:8]=[CH2:9])=[N:6][CH:7]=1.[CH3:10][C:11]1[CH:12]=[C:13]([CH:15]=[CH:16][C:17]=1[CH3:18])[NH2:14].C([O:22][C:23](=O)[C@H:24]([C:26]1[CH:31]=[CH:30][CH:29]=[CH:28][CH:27]=1)[OH:25])(=O)C>>[CH3:10][C:11]1[CH:12]=[C:13]([N:14]([CH2:9][CH2:8][C:5]2[CH:4]=[CH:3][C:2]([F:1])=[CH:7][N:6]=2)[C:23](=[O:22])[C@@H:24]([OH:25])[C:26]2[CH:31]=[CH:30][CH:29]=[CH:28][CH:27]=2)[CH:15]=[CH:16][C:17]=1[CH3:18]. Procedure: In analogy to example 25 step 1 and 26 step 1-2, (3,4-dimethyl-phenyl)-[2-(5-fluoro-pyridin-2-yl)-ethyl]-amine obtained by reacting 5-Fluoro-2-vinyl-pyridine (CAS: 869108-71-4) with 3,4-dimethylaniline was coupled with (S)-(+)-O-acetyl-L-mandelic acid then hydrolysed to provide the title compound. MS(m/e): 379.3 [M+H]+. Reactants: CCc1nc2c([nH]1)c(=O)n(C)c(=O)n2C, CN(C)C=O, [H-], [Na+], BrCCCOc1ccccc1, O. Yields the product CCc1nc2c(c(=O)n(C)c(=O)n2C)n1CCCOc1ccccc1. Reaction SMILES: [CH2:1]([CH3:2])[c:3]1[n:4][c:5]2[n:6]([CH3:15])[c:7](=[O:14])[n:8]([CH3:9])[c:10](=[O:13])[c:11]2[nH:12]1.[CH3:30][N:31]([CH3:32])[CH:33]=[O:34].[H-:16].[Na+:17].[O:18]([c:19]1[cH:20][cH:21][cH:22][cH:23][cH:24]1)[CH2:25][CH2:26][CH2:27][Br:28].[OH2:29]>>[CH2:1]([CH3:2])[c:3]1[n:4][c:5]2[n:6]([CH3:15])[c:7](=[O:14])[n:8]([CH3:9])[c:10](=[O:13])[c:11]2[n:12]1[CH2:27][CH2:26][CH2:25][O:18][c:19]1[cH:20][cH:21][cH:22][cH:23][cH:24]1. Starting materials: C(C)C1C(N(CC1)CC1=CC=C(C=C1)OC)=O (3-ethyl-1-(4-methoxybenzyl)pyrrolidin-2-one), BrCC(=O)OCC (Ethyl bromoacetate), [Cl-].[NH4+] (ammonium chloride), C(C)(C)NC(C)C (diisopropylamine), C(CCC)[Li] (n-butyllithium). The solvent is O1CCCC1 (tetrahydrofuran), O1CCCC1 (tetrahydrofuran). Run at temperature 0 celsius, time 30 minute. Product: C(C)OC(CC1(C(N(CC1)CC1=CC=C(C=C1)OC)=O)CC)=O (ethyl(3-ethyl-1-(4-methoxybenzyl)-2-oxopyrrolidin-3-yl)acetate). Reaction SMILES: C(NC(C)C)(C)C.C([Li])CCC.[CH2:13]([CH:15]1[CH2:19][CH2:18][N:17]([CH2:20][C:21]2[CH:26]=[CH:25][C:24]([O:27][CH3:28])=[CH:23][CH:22]=2)[C:16]1=[O:29])[CH3:14].Br[CH2:31][C:32]([O:34][CH2:35][CH3:36])=[O:33].[Cl-].[NH4+]>O1CCCC1>[CH2:35]([O:34][C:32](=[O:33])[CH2:31][C:15]1([CH2:13][CH3:14])[CH2:19][CH2:18][N:17]([CH2:20][C:21]2[CH:26]=[CH:25][C:24]([O:27][CH3:28])=[CH:23][CH:22]=2)[C:16]1=[O:29])[CH3:36] |f:4.5|. Procedure: To a solution of diisopropylamine (3.4 mL) in tetrahydrofuran (10 mL) was added dropwise n-butyllithium (1.6 M hexane solution, 15 mL) at −78° C. under nitrogen atmosphere, and the mixture was warmed to 0° C., and stirred for 30 min. The reaction mixture was cooled to −78° C., a solution of 3-ethyl-1-(4-methoxybenzyl)pyrrolidin-2-one (2.8 g) obtained in Step B in tetrahydrofuran (10 mL) was added thereto, and the mixture was stirred at the same temperature for 1 hr. Ethyl bromoacetate (4.0 mL) w... The reactants are C1(=CC=CC=C1)CCCCOCC1OC1 (4-phenylbutoxymethyloxirane), [N-]=[N+]=[N-].[Na+] (sodium azide), C(=O)OC (methyl formate), CO (methanol). Run in O (water). Product: C1(=CC=CC=C1)CCCCOCC(CN=[N+]=[N-])O (3-(4-phenylbutoxy)-2-hydroxypropylazide). Isolated yield 99.7%. As a reaction SMILES: [C:1]1([CH2:7][CH2:8][CH2:9][CH2:10][O:11][CH2:12][CH:13]2[CH2:15][O:14]2)[CH:6]=[CH:5][CH:4]=[CH:3][CH:2]=1.[N-:16]=[N+:17]=[N-:18].[Na+].C(OC)=O.CO>O>[C:1]1([CH2:7][CH2:8][CH2:9][CH2:10][O:11][CH2:12][CH:13]([OH:14])[CH2:15][N:16]=[N+:17]=[N-:18])[CH:6]=[CH:5][CH:4]=[CH:3][CH:2]=1 |f:1.2|. Procedure details: A procedure similar to that described in Preparation 12 was repeated, except that 3.70 g of 4-phenylbutoxymethyloxirane (prepared as described in Preparation 58), 5.83 g of sodium azide, 37 ml of methyl formate and 135 ml of an 8:1 by volume mixture of methanol and water were used, to give 4.46 g of the title compound as a colorless oil having an Rf value of 0.67 (on silica gel thin layer chromatography, using a 2:1 by volume mixture of hexane and ethyl acetate as the developing solvent). The reactants are ClC=1C=NC2=CC=C(C=C2N1)C#N (3-chloro-quinoxaline-6-carbonitrile), C(C)(C)(C)OC(NC1CCN(CC1)CCO)=O ([1-(2-hydroxy-ethyl)-piperidin-4-yl]-carbamic acid tert-butyl ester), ClC1=CC2=C(NC(CS2)=O)C=C1C(=O)O (7-chloro-3-oxo-3,4-dihydro-2H-benzo[1,4]thiazine-6-carboxylic acid). The product is C(#N)C1=CC=C2N=CC(=NC2=C1)OCCN1CCC(CC1)NC(=O)C=1C(=CC2=C(NC(CS2)=O)C1)Cl (7-chloro-3-oxo-3,4-dihydro-2H-benzo[1,4]thiazine-6-carboxylic acid {1-[2-(7-cyano-quinoxalin-2-yloxy)-ethyl]-piperidin-4-yl}-amide). Reaction SMILES: Cl[C:2]1[CH:3]=[N:4][C:5]2[C:10]([N:11]=1)=[CH:9][C:8]([C:12]#[N:13])=[CH:7][CH:6]=2.C(O[C:19](=[O:30])[NH:20][CH:21]1[CH2:26][CH2:25][N:24]([CH2:27][CH2:28][OH:29])[CH2:23][CH2:22]1)(C)(C)C.[Cl:31][C:32]1[C:42](C(O)=O)=[CH:41][C:35]2[NH:36][C:37](=[O:40])[CH2:38][S:39][C:34]=2[CH:33]=1>>[C:12]([C:8]1[CH:9]=[C:10]2[C:5]([N:4]=[CH:3][C:2]([O:29][CH2:28][CH2:27][N:24]3[CH2:23][CH2:22][CH:21]([NH:20][C:19]([C:42]4[C:32]([Cl:31])=[CH:33][C:34]5[S:39][CH2:38][C:37](=[O:40])[NH:36][C:35]=5[CH:41]=4)=[O:30])[CH2:26][CH2:25]3)=[N:11]2)=[CH:6][CH:7]=1)#[N:13]. Reported procedure: The title compound is prepared as a yellow lyophilizated powder following Scheme 1 and in analogy to Example 1 using 3-chloro-quinoxaline-6-carbonitrile, [1-(2-hydroxy-ethyl)-piperidin-4-yl]-carbamic acid tert-butyl ester and 7-chloro-3-oxo-3,4-dihydro-2H-benzo[1,4]thiazine-6-carboxylic acid as starting materials.